This data is from the Open Reaction Database (ORD), a public repository of structured organic reaction records. The task is: describe an organic reaction: reactants, conditions, products, and yield Reaction SMILES: Cl[C:2]([C:4]1[CH:5]=[CH:6][C:7]2[C:11]3[CH:12]=[C:13]([CH3:16])[CH:14]=[CH:15][C:10]=3[S:9][C:8]=2[CH:17]=1)=[O:3].[N+:18](=[CH2:20])=[N-:19]>CCOCC>[N+:18](=[CH:20][C:2]([C:4]1[CH:5]=[CH:6][C:7]2[C:11]3[CH:12]=[C:13]([CH3:16])[CH:14]=[CH:15][C:10]=3[S:9][C:8]=2[CH:17]=1)=[O:3])=[N-:19]. Product: [N+](=[N-])=CC(=O)C=1C=CC2=C(SC3=C2C=C(C=C3)C)C1 (3-diazomethylcarbonyl-8-methyldibenzothiophene). Conditions: time 8 hour. Solvent: CCOCC (ether), CCOCC (ether). The reactants are ClC(=O)C=1C=CC2=C(SC3=C2C=C(C=C3)C)C1 (3-chlorocarbonyl-8-methyldibenzothiophene), [N+](=[N-])=C (diazomethane). Procedure: A solution of 2.5 g. of 3-chlorocarbonyl-8-methyldibenzothiophene in 75 ml. of ether was added dropwise to a solution of 0.81 g. of diazomethane in 100 ml. of ether in an ice bath. The solution was stirred overnight, and the ether was removed on the steam bath. The crude product (2.5 g.), 3-diazomethylcarbonyl-8-methyldibenzothiophene, was used directly in the next step. The reactants are Brc1csc2ccccc12, [C-]#N, CNCCNC, CCOC(C)=O, Cc1ccccc1, [Cu]I, [NH4+], [Na+], [OH-], O. Product: N#Cc1csc2ccccc12. RXN SMILES: [Br:4][c:5]1[c:6]2[c:7]([s:8][cH:9]1)[cH:10][cH:11][cH:12][cH:13]2.[C-:1]#[N:2].[CH3:14][NH:15][CH2:16][CH2:17][NH:18][CH3:19].[CH3:25][CH2:26][O:27][C:28](=[O:29])[CH3:30].[CH3:31][c:32]1[cH:33][cH:34][cH:35][cH:36][cH:37]1.[Cu:22][I:23].[NH4+:20].[Na+:3].[OH-:21].[OH2:24]>>[c:5]1([C:14]#[N:15])[c:6]2[c:7]([s:8][cH:9]1)[cH:10][cH:11][cH:12][cH:13]2.